From a dataset of the Open Reaction Database (ORD), a public repository of structured organic reaction records. describe an organic reaction: reactants, conditions, products, and yield Reactants: CCOC(Cc1ccc(OCCc2ccc(OS(C)(=O)=O)cc2)cc1)C(=O)NC(CO)c1ccccc1, C1COCCO1, O, O=S(=O)(O)O. The product is CCOC(Cc1ccc(OCCc2ccc(OS(C)(=O)=O)cc2)cc1)C(=O)O. As a reaction SMILES: [CH2:1]([CH3:2])[O:3][CH:4]([C:5](=[O:6])[NH:7][CH:8]([c:9]1[cH:10][cH:11][cH:12][cH:13][cH:14]1)[CH2:15][OH:16])[CH2:17][c:18]1[cH:19][cH:20][c:21]([O:24][CH2:25][CH2:26][c:27]2[cH:28][cH:29][c:30]([O:33][S:34](=[O:35])(=[O:36])[CH3:37])[cH:31][cH:32]2)[cH:22][cH:23]1.[O:43]1[CH2:44][CH2:45][O:46][CH2:47][CH2:48]1.[OH2:49].[S:38]([OH:39])(=[O:40])(=[O:41])[OH:42]>>[CH2:1]([CH3:2])[O:3][CH:4]([C:5]([OH:6])=[O:39])[CH2:17][c:18]1[cH:19][cH:20][c:21]([O:24][CH2:25][CH2:26][c:27]2[cH:28][cH:29][c:30]([O:33][S:34](=[O:35])(=[O:36])[CH3:37])[cH:31][cH:32]2)[cH:22][cH:23]1. The reactants are BrC1=C(C#N)C=CC=C1C (2-bromo-3-methylbenzonitrile), COC1=CC=C(CNC2=NC3=CC=C(C=C3C=C2C2CCOCC2)B2OC(C(O2)(C)C)(C)C)C=C1 (N-(4-methoxybenzyl)-3-(tetrahydro-2H-pyran-4-yl)-6-(4,4,5,5-tetramethyl-1,3,2-dioxaborolan-2-yl)quinolin-2-amine), C1(CCCCC1)P(C1=C(C=CC=C1)C1=C(C=C(C=C1CCC)CCC)CCC)C1CCCCC1 (2-(dicyclohexylphosphino)-2′,4′,6′,-tri-1-propyl-1,1′-biphenyl), P(=O)([O-])([O-])[O-].[K+].[K+].[K+] (potassium phosphate). Reagents/catalysts: C=1C=CC(=CC1)/C=C/C(=O)/C=C/C2=CC=CC=C2.C=1C=CC(=CC1)/C=C/C(=O)/C=C/C2=CC=CC=C2.C=1C=CC(=CC1)/C=C/C(=O)/C=C/C2=CC=CC=C2.[Pd].[Pd] (Pd2(dba)3). Run at temperature 140 celsius. Product: COC1=CC=C(CNC2=NC3=CC=C(C=C3C=C2C2CCOCC2)C2=C(C#N)C=CC=C2C)C=C1 (2-(2-(4-methoxybenzylamino)-3-(tetrahydro-2H-pyran-4-yl) quinolin-6-yl)-3-methylbenzonitrile). RXN SMILES: Br[C:2]1[C:9]([CH3:10])=[CH:8][CH:7]=[CH:6][C:3]=1[C:4]#[N:5].[CH3:11][O:12][C:13]1[CH:45]=[CH:44][C:16]([CH2:17][NH:18][C:19]2[C:28]([CH:29]3[CH2:34][CH2:33][O:32][CH2:31][CH2:30]3)=[CH:27][C:26]3[C:21](=[CH:22][CH:23]=[C:24](B4OC(C)(C)C(C)(C)O4)[CH:25]=3)[N:20]=2)=[CH:15][CH:14]=1.C1(P(C2CCCCC2)C2C=CC=CC=2C2C(CCC)=CC(CCC)=CC=2CCC)CCCCC1.P([O-])([O-])([O-])=O.[K+].[K+].[K+]>C1C=CC(/C=C/C(/C=C/C2C=CC=CC=2)=O)=CC=1.C1C=CC(/C=C/C(/C=C/C2C=CC=CC=2)=O)=CC=1.C1C=CC(/C=C/C(/C=C/C2C=CC=CC=2)=O)=CC=1.[Pd].[Pd]>[CH3:11][O:12][C:13]1[CH:14]=[CH:15][C:16]([CH2:17][NH:18][C:19]2[C:28]([CH:29]3[CH2:34][CH2:33][O:32][CH2:31][CH2:30]3)=[CH:27][C:26]3[C:21](=[CH:22][CH:23]=[C:24]([C:2]4[C:9]([CH3:10])=[CH:8][CH:7]=[CH:6][C:3]=4[C:4]#[N:5])[CH:25]=3)[N:20]=2)=[CH:44][CH:45]=1 |f:3.4.5.6,7.8.9.10.11|. Procedure details: A mixture of 2-bromo-3-methylbenzonitrile (0.744 g, 3.79 mmol), N-(4-methoxybenzyl)-3-(tetrahydro-2H-pyran-4-yl)-6-(4,4,5,5-tetramethyl-1,3,2-dioxaborolan-2-yl)quinolin-2-amine (0.60 g, 1.265 mmol), 2-(dicyclohexylphosphino)-2′,4′,6′,-tri-1-propyl-1,1′-biphenyl (0.121 g, 0.253 mmol), potassium phosphate, anhydrous (0.524 mL, 6.32 mmol), and Pd2(dba)3 (0.116 g, 0.126 mmol) was purged with N2 followed by the addition of degassed dioxane (2 mL) and degassed water (1.0 mL). The resulting mixture was...